Dataset: the Open Reaction Database (ORD), a public repository of structured organic reaction records. Task: describe an organic reaction: reactants, conditions, products, and yield Yield: 65.0%. Procedure details: To a vial containing 0.03 grams of (S)-catalyst prepared as in Example 4 was added a solution of azidotrimethylsilane (0.17 g, 1.47 mmol), cyclopentene oxide (0.10 g, 1.19 mmol), and allyl iodide (0.41 g, 2.44 mmol) in chlorobenzene (3.0 mL). After 48 h the volatiles were removed at reduced pressure and the residue was purified by flash chromatography on 220-400 mesh silica with 98% hexane and 2% ether as eluant. The product (1S,2S)-1-iodo-2-trimethylsiloxycyclopentane (0.22 g, 75%) was isolated... Product: I[C@@H]1[C@H](CCC1)O[Si](C)(C)C ((1S,2S)-1-iodo-2-trimethylsiloxycyclopentane). RXN SMILES: N([Si:4]([CH3:7])([CH3:6])[CH3:5])=[N+]=[N-].[CH:8]12[O:13][CH:9]1[CH2:10][CH2:11][CH2:12]2.C([I:17])C=C>ClC1C=CC=CC=1>[I:17][C@H:8]1[CH2:12][CH2:11][CH2:10][C@@H:9]1[O:13][Si:4]([CH3:7])([CH3:6])[CH3:5]. The reactants are N(=[N+]=[N-])[Si](C)(C)C (azidotrimethylsilane), C12C(CCC1)O2 (cyclopentene oxide), C(C=C)I (allyl iodide). Run in ClC1=CC=CC=C1 (chlorobenzene).